Task: describe an organic reaction: reactants, conditions, products, and yield. Dataset: the Open Reaction Database (ORD), a public repository of structured organic reaction records Reactants: Cl.N12CC(C(CC1)CC2)=CC(=O)OC (Methyl quinuclidin-3-ylideneacetate hydrochloride). The solvent is Cl (hydrochloric acid). Reaction conditions: time 3 day. Product: Cl.N12CC(C(CC1)CC2)=CC(=O)O (quinuclidin-3-ylidene acetic acid hydrochloride). As a reaction SMILES: [ClH:1].[N:2]12[CH2:9][CH2:8][CH:5]([CH2:6][CH2:7]1)[C:4](=[CH:10][C:11]([O:13]C)=[O:12])[CH2:3]2>Cl>[ClH:1].[N:2]12[CH2:9][CH2:8][CH:5]([CH2:6][CH2:7]1)[C:4](=[CH:10][C:11]([OH:13])=[O:12])[CH2:3]2 |f:0.1,3.4|. Reported procedure: Methyl quinuclidin-3-ylideneacetate hydrochloride (1 g) was heated in concentrated hydrochloric acid (10 ml) at 60° C. for 18 hrs and the solution evaporated to dryness. The residue was kept under vacuum over P2O5 for 3 days to give quinuclidin-3-ylidene acetic acid hydrochloride, 0.91 g (97%) as a white solid; 1H NMR (D2O) inter alia 5.77 (broad s) and 5.86 (broad s) (ca. 1:1, vinyl protons of the two geom. isomers). Starting materials: ClC=1C=C(C=CC1Cl)[N+](=O)[O-] (3,4-dichloronitrobenzene), O1CCN(CC1)C1CCNCC1 (4-morpholinopiperidine). The product is ClC=1C=C(N)C=CC1N1CCC(CC1)N1CCOCC1 (3-Chloro-4-(4-morpholinopiperidin-1-yl)aniline). As a reaction SMILES: [Cl:1][C:2]1[CH:3]=[C:4]([N+:9]([O-])=O)[CH:5]=[CH:6][C:7]=1Cl.[O:12]1[CH2:17][CH2:16][N:15]([CH:18]2[CH2:23][CH2:22][NH:21][CH2:20][CH2:19]2)[CH2:14][CH2:13]1>>[Cl:1][C:2]1[CH:3]=[C:4]([CH:5]=[CH:6][C:7]=1[N:21]1[CH2:22][CH2:23][CH:18]([N:15]2[CH2:16][CH2:17][O:12][CH2:13][CH2:14]2)[CH2:19][CH2:20]1)[NH2:9]. Procedure: By the reaction and treatment in the same manner as in Starting Material Synthesis Example 40 using 3,4-dichloronitrobenzene and 4-morpholinopiperidine, the title compound was obtained, melting point: 220–223° C.